This data is from the Open Reaction Database (ORD), a public repository of structured organic reaction records. The task is: describe an organic reaction: reactants, conditions, products, and yield Reactants: ester, C([O-])([O-])=O.[K+].[K+] (potassium carbonate), C(C1=CC=CC=C1)(=O)C1=CC=CC=C1 (benzophenone), BrCC(=O)OCC (ethyl bromoacetate). Solvent: CC(CC)=O (2-butanone). Yields the product C(C)OC(COC1=CC=C(C=C1)C(C1=CC=CC=C1)=O)=O (ethyl-(4-benzoyl-phenoxy)acetate). RXN SMILES: [C:1]([C:9]1[CH:14]=[CH:13][CH:12]=[CH:11][CH:10]=1)(=[O:8])[C:2]1[CH:7]=[CH:6][CH:5]=[CH:4][CH:3]=1.Br[CH2:16][C:17]([O:19][CH2:20][CH3:21])=[O:18].C(=O)([O-])[O-:23].[K+].[K+]>CC(=O)CC>[CH2:20]([O:19][C:17](=[O:18])[CH2:16][O:23][C:5]1[CH:6]=[CH:7][C:2]([C:1](=[O:8])[C:9]2[CH:14]=[CH:13][CH:12]=[CH:11][CH:10]=2)=[CH:3][CH:4]=1)[CH3:21] |f:2.3.4|. Reported procedure: This ester-linked benzophenone was prepared according to the method of PCT Patent Appln. No. WO 93/16131 (Everaerts et al.). In a first step, an ethyl-(4-benzoyl-phenoxy)acetate (EPBA) precursor was prepared by refluxing a mixture of 100.0 grams (0.51 moles) 4-hydroxybenizoplhenonie, 85.2 grams (0.51 moles) ethyl bromoacetate and 800 ml of 2-butanone (MEK) in the presence of an excess of potassium carbonate (209 grams or 1.5 moles). The carbonate was filtered off and the MEK removed on a rotovap... Reagents/catalysts: CN(C)C=O (DMF). Conditions: time 8 hour. Reaction SMILES: [NH2:1][C:2]1[C:11]2[N:12]=[CH:13][N:14]([CH2:15][C:16]([CH3:22])([CH3:21])[C:17]([O:19]C)=O)[C:10]=2[C:9]2[CH:8]=[CH:7][CH:6]=[CH:5][C:4]=2[N:3]=1.[OH-].[K+].C(Cl)(=O)C(Cl)=O.[NH3:31].C(=O)(O)[O-].[Na+].Cl>ClCCl.CN(C=O)C.CO.O>[NH2:1][C:2]1[C:11]2[N:12]=[CH:13][N:14]([CH2:15][C:16]([CH3:21])([CH3:22])[C:17]([NH2:31])=[O:19])[C:10]=2[C:9]2[CH:8]=[CH:7][CH:6]=[CH:5][C:4]=2[N:3]=1 |f:1.2,5.6|. Reported procedure: A modification of the methods described in Part C of Example 61 was used to treat methyl 3-(4-amino-1H-imidazo[4,5-c]quinolin-1-yl)-2,2-dimethylpropanoate (1.61 g, 5.4 mmol) with potassium hydroxide (22 mL of 0.5 M); the reaction was heated at reflux overnight. The reaction with oxalyl chloride (0.96 mL) in dichloromethane (55 mL total) was stirred for one hour before more oxalyl chloride (1.0 mL) and DMF (three drops) were added, and then the reaction was stirred overnight. The precipitate isol... Yields the product NC1=NC=2C=CC=CC2C2=C1N=CN2CC(C(=O)N)(C)C (3-(4-amino-1H-imidazo[4,5-c]quinolin-1-yl)-2,2-dimethylpropanamide). Run in CO (methanol), O (water), ClCCl (dichloromethane). Reactants: Cl (hydrochloric acid), N (ammonia), C([O-])(O)=O.[Na+] (sodium bicarbonate), NC1=NC=2C=CC=CC2C2=C1N=CN2CC(C(=O)OC)(C)C (methyl 3-(4-amino-1H-imidazo[4,5-c]quinolin-1-yl)-2,2-dimethylpropanoate), [OH-].[K+] (potassium hydroxide), C(C(=O)Cl)(=O)Cl (oxalyl chloride), C(C(=O)Cl)(=O)Cl (oxalyl chloride). Reactants: CN(C=C1C(C(CCC1)C(=O)OCC)=O)C (ethyl 3-[1-dimethylamino-methylidene]-2-oxo-cyclohexanecarboxylate), [N+](=O)(O)[O-].[N+](=O)(O)[O-].COC=1C=C(C=CC1N1C=NC(=C1)C)NC(=N)N (N-[3-methoxy-4-(4-methyl-imidazol-1-yl)-phenyl]-guanidine dinitrate). Product: COC=1C=C(C=CC1N1C=NC(=C1)C)NC1=NC=2C(CCCC2C=N1)C(=O)OCC (Ethyl 2-[3-methoxy-4-(4-methyl-imidazol-1-yl)-phenylamino]-5,6,7,8-tetrahydro-quinazoline-8-carboxylate), solid. The yield is 10.0%. As a reaction SMILES: CN(C)[CH:3]=[C:4]1[CH2:9][CH2:8][CH2:7][CH:6]([C:10]([O:12][CH2:13][CH3:14])=[O:11])[C:5]1=O.[N+]([O-])(O)=O.[N+]([O-])(O)=O.[CH3:25][O:26][C:27]1[CH:28]=[C:29]([NH:39][C:40]([NH2:42])=[NH:41])[CH:30]=[CH:31][C:32]=1[N:33]1[CH:37]=[C:36]([CH3:38])[N:35]=[CH:34]1>>[CH3:25][O:26][C:27]1[CH:28]=[C:29]([NH:39][C:40]2[N:42]=[CH:3][C:4]3[CH2:9][CH2:8][CH2:7][CH:6]([C:10]([O:12][CH2:13][CH3:14])=[O:11])[C:5]=3[N:41]=2)[CH:30]=[CH:31][C:32]=1[N:33]1[CH:37]=[C:36]([CH3:38])[N:35]=[CH:34]1 |f:1.2.3|. Procedure details: The title compound was prepared from ethyl 3-[1-dimethylamino-methylidene]-2-oxo-cyclohexanecarboxylate (49 mg, 0.22 mmol) and N-[3-methoxy-4-(4-methyl-imidazol-1-yl)-phenyl]-guanidine dinitrate (55 mg, 0.15 mmol) using in analogous manner the procedure described in example 45b). Obtained as a pale-yellow solid (8 mg, 10%). MS ISP (m/e): 408.4 [(M+H)+]. mp 162-164° C. Starting materials: FC1=CC=C(CNC)C=C1 (4-fluoro-N-methyl-benzylamine), CNCC1=CC=NC=C1 (methyl-pyridin-4-ylmethyl-amine), FC1=CC=C(CNC(=O)C2=C(N=C(S2)C2=NC(=CN=C2)I)C)C=C1 (2-(6-iodo-pyrazin-2-yl)-4-methyl-thiazole-5-carboxylic acid 4-fluoro-benzylamide). Product: FC1=CC=C(CNC(=O)C2=C(N=C(S2)C2=NC(=CN=C2)N(CC2=CC=NC=C2)C)C)C=C1 (4-methyl-2-[6-(methyl-pyridin-4-ylmethyl-amino)-pyrazin-2-yl]-thiazole-5-carboxylic acid 4-fluoro-benzylamide). The yield is 78.0%. As a reaction SMILES: FC1C=CC(CNC)=CC=1.[CH3:11][NH:12][CH2:13][C:14]1[CH:19]=[CH:18][N:17]=[CH:16][CH:15]=1.[F:20][C:21]1[CH:43]=[CH:42][C:24]([CH2:25][NH:26][C:27]([C:29]2[S:33][C:32]([C:34]3[CH:39]=[N:38][CH:37]=[C:36](I)[N:35]=3)=[N:31][C:30]=2[CH3:41])=[O:28])=[CH:23][CH:22]=1>>[F:20][C:21]1[CH:43]=[CH:42][C:24]([CH2:25][NH:26][C:27]([C:29]2[S:33][C:32]([C:34]3[CH:39]=[N:38][CH:37]=[C:36]([N:12]([CH3:11])[CH2:13][C:14]4[CH:19]=[CH:18][N:17]=[CH:16][CH:15]=4)[N:35]=3)=[N:31][C:30]=2[CH3:41])=[O:28])=[CH:23][CH:22]=1. Procedure details: Following the procedure described in Example 14, making variations as required to replace 4-fluoro-N-methyl-benzylamine with methyl-pyridin-4-ylmethyl-amine to react with 2-(6-iodo-pyrazin-2-yl)-4-methyl-thiazole-5-carboxylic acid 4-fluoro-benzylamide, the title compound was obtained in 78% yield. 1H NMR (400 MHz, CD2Cl2) δ 8.63 (s, 1H), 8.51 (d, J=8.0 Hz, 2H), 8.14 (s, 1H), 7.27-7.36 (m, 4H), 6.99-7.08 (m, 2H), 6.18 (bs, 1H), 4.86 (s, 2H), 4.54 (d, J=4.0 Hz, 2H), 3.21 (s, 3H), 2.68 (s, 3H); MS ... Reactants: F[B-](F)(F)F, CCOC(=O)C(=CC=[N+](C)C)N(C)C, CCO, CCOC(=O)C(=CC=C(SC)C(=O)c1ccccc1)N(C)C. Yields the product CCOC(=O)C(=CC=C(SC)C(=O)c1ccc(OC)cc1)N(C)C. RXN SMILES: [B-:23]([F:24])([F:25])([F:26])[F:27].[CH3:28][N:29]([CH3:30])[C:31](=[CH:35][CH:38]=[N+:39]([CH3:40])[CH3:41])[C:36]([O:32][CH2:33][CH3:34])=[O:37].[CH3:42][CH2:43][OH:44].[c:1]1([C:7]([C:8](=[CH:9][CH:10]=[C:11]([C:12](=[O:13])[O:14][CH2:15][CH3:16])[N:17]([CH3:18])[CH3:19])[S:20][CH3:21])=[O:22])[cH:2][cH:3][cH:4][cH:5][cH:6]1>>[c:1]1([C:7]([C:8](=[CH:9][CH:10]=[C:11]([C:12](=[O:13])[O:14][CH2:15][CH3:16])[N:17]([CH3:18])[CH3:19])[S:20][CH3:21])=[O:22])[cH:2][cH:3][c:4]([O:37][CH3:36])[cH:5][cH:6]1.